Dataset: the Open Reaction Database (ORD), a public repository of structured organic reaction records. Task: describe an organic reaction: reactants, conditions, products, and yield The reactants are quaternary ammonium carbonate, C[N+](CCCCCCCC)(C)C (trimethyloctylammonium), polyacrylic acid, quaternary ammonium salts, carboxyl, CN(CCCCCCCC)C (dimethyloctylamine), C(OC)(OC)=O (dimethyl carbonate). The solvent is CO (methanol), CO (methanol). Yields the product C([O-])([O-])=O.C[N+](CCCCCCCC)(C)C.C[N+](C)(C)CCCCCCCC (trimethyloctylammonium carbonate). Reaction SMILES: [CH3:1][N+:2]([CH3:12])([CH3:11])[CH2:3][CH2:4][CH2:5][CH2:6][CH2:7][CH2:8][CH2:9][CH3:10].CN(C)CCCCCCCC.[C:24](=[O:29])([O:27]C)[O:25]C>CO>[C:24](=[O:25])([O-:29])[O-:27].[CH3:1][N+:2]([CH3:11])([CH3:12])[CH2:3][CH2:4][CH2:5][CH2:6][CH2:7][CH2:8][CH2:9][CH3:10].[CH3:12][N+:2]([CH2:3][CH2:4][CH2:5][CH2:6][CH2:7][CH2:8][CH2:9][CH3:10])([CH3:11])[CH3:1] |f:4.5.6|. Procedure: Among these preparation methods, preferred are those by anion exchange with a quaternary ammonium carbonate. A specific example for preparation of a quaternary ammonium salts of a carboxyl-containing polymer, in the case of a trimethyloctylammonium salt of polyacrylic acid, is as follows: Into a pressure vessel, are charged dimethyloctylamine (1 mole) and dimethyl carbonate (1 mole or more) together with methanol, and reacted at an elevated temperature (at about 120° C.) under pressure (about 5 ... Reactants: COC(=O)C1CN(S(=O)(=O)c2ccccc2)C(=O)N1c1ccccc1Cl, [Na+], [OH-]. The product is O=C(O)C1CN(S(=O)(=O)c2ccccc2)C(=O)N1c1ccccc1Cl. Reaction SMILES: [CH3:1][O:2][C:3](=[O:4])[CH:5]1[N:6]([c:20]2[c:21]([Cl:26])[cH:22][cH:23][cH:24][cH:25]2)[C:7](=[O:19])[N:8]([S:10](=[O:11])(=[O:12])[c:13]2[cH:14][cH:15][cH:16][cH:17][cH:18]2)[CH2:9]1.[Na+:28].[OH-:27]>>[O:2]=[C:3]([OH:4])[CH:5]1[N:6]([c:20]2[c:21]([Cl:26])[cH:22][cH:23][cH:24][cH:25]2)[C:7](=[O:19])[N:8]([S:10](=[O:11])(=[O:12])[c:13]2[cH:14][cH:15][cH:16][cH:17][cH:18]2)[CH2:9]1. Starting materials: IC=1C=C2CC(CC2=CC1)NS(=O)(=O)C(C)C (N-(5-iodo-2,3-dihydro-1H-inden-2-yl)-2-propanesulfonamide), NS(=O)(=O)C=1C=C(C=CC1)B(O)O ([3-(aminosulfonyl)phenyl]boronic acid). The product is OS(C(C)C)(O)NC1CC2=CC=C(C=C2C1)C=1C=C(C=CC1)S(=O)(=O)N (3-(2-{[dihydroxy(1-methylethyl)-λ4-sulfanyl]amino}-2,3-dihydro-1H-inden-5-yl)benzenesulfonamide). RXN SMILES: I[C:2]1[CH:3]=[C:4]2[C:8](=[CH:9][CH:10]=1)[CH2:7][CH:6]([NH:11][S:12]([CH:15]([CH3:17])[CH3:16])(=[O:14])=[O:13])[CH2:5]2.[NH2:18][S:19]([C:22]1[CH:23]=[C:24](B(O)O)[CH:25]=[CH:26][CH:27]=1)(=[O:21])=[O:20]>>[OH:13][S:12]([NH:11][CH:6]1[CH2:5][C:4]2[C:8](=[CH:9][CH:10]=[C:2]([C:26]3[CH:27]=[C:22]([S:19]([NH2:18])(=[O:21])=[O:20])[CH:23]=[CH:24][CH:25]=3)[CH:3]=2)[CH2:7]1)([OH:14])[CH:15]([CH3:17])[CH3:16]. Procedure details: The title compound was prepared from N-(5-iodo-2,3-dihydro-1H-inden-2-yl)-2-propanesulfonamide and [3-(aminosulfonyl)phenyl]boronic acid (WO2003004472) in a similar manner to Example 1. The reactants are F[B-](F)(F)F, CC(C)(C)N, CCN(C(C)C)C(C)C, ClCCl, Nc1cccc(-c2nc(-c3ccccc3)nc3sc(C(=O)O)c(N)c23)c1, CN(C)C=O, CN(C)C(On1nnc2ccccc21)=[N+](C)C. RXN SMILES: [B-:15]([F:16])([F:17])([F:18])[F:19].[CH3:10][C:11]([CH3:12])([CH3:13])[NH2:14].[CH:1]([N:2]([CH2:3][CH3:4])[CH:5]([CH3:6])[CH3:7])([CH3:8])[CH3:9].[Cl:63][CH2:64][Cl:65].[NH2:37][c:38]1[c:39]([C:60](=[O:61])[OH:62])[s:40][c:41]2[n:42][c:43](-[c:54]3[cH:55][cH:56][cH:57][cH:58][cH:59]3)[n:44][c:45](-[c:47]3[cH:48][c:49]([NH2:53])[cH:50][cH:51][cH:52]3)[c:46]12.[O:66]=[CH:67][N:68]([CH3:69])[CH3:70].[n:20]1([O:21][C:22]([N:23]([CH3:24])[CH3:25])=[N+:26]([CH3:27])[CH3:28])[c:29]2[cH:30][cH:31][cH:32][cH:33][c:34]2[n:35][n:36]1>>[CH3:10][C:11]([CH3:12])([CH3:13])[NH:14][C:60]([c:39]1[c:38]([NH2:37])[c:46]2[c:41]([s:40]1)[n:42][c:43](-[c:54]1[cH:55][cH:56][cH:57][cH:58][cH:59]1)[n:44][c:45]2-[c:47]1[cH:48][c:49]([NH2:53])[cH:50][cH:51][cH:52]1)=[O:61]. Yields the product CC(C)(C)NC(=O)c1sc2nc(-c3ccccc3)nc(-c3cccc(N)c3)c2c1N. Reactants: [Si](C)(C)(C(C)(C)C)OC[C@]1(CC=2N(CCS1)C(=NN2)C2(CC2)C2=CC=C(C=C2)B2OC(C(O2)(C)C)(C)C)C ((8R)-8-({[t-Butyl(dimethyl)silyl]oxy}methyl)-8-methyl-3-{1-[4-(4,4,5,5-tetramethyl-1,3,2-dioxaborolan-2-yl)phenyl]cyclopropyl}-5,6,8,9-tetrahydro[1,2,4]triazolo[4,3-d][1,4]thiazepine), ClC1=NC=C(C=N1)C (2-chloro-5-methylpyrimidine), C1(CCCCC1)P(C1CCCCC1)C1CCCCC1 (tricyclohexylphosphine), P(=O)([O-])([O-])[O-].[K+].[K+].[K+] (tripotassium phosphate). The reagents and catalysts are C=1C=CC(=CC1)/C=C/C(=O)/C=C/C2=CC=CC=C2.C=1C=CC(=CC1)/C=C/C(=O)/C=C/C2=CC=CC=C2.C=1C=CC(=CC1)/C=C/C(=O)/C=C/C2=CC=CC=C2.[Pd].[Pd] (tris(dibenzylideneacetone)dipalladium). Solvent: O1CCOCC1 (1,4-dioxane), O (water), C(Cl)Cl (methylene chloride). Conditions: temperature 140 celsius, time 2 hour. Product: [Si](C)(C)(C(C)(C)C)OC[C@]1(CC=2N(CCS1)C(=NN2)C2(CC2)C2=CC=C(C=C2)C2=NC=C(C=N2)C)C ((8R)-8-({[t-Butyl(dimethyl)silyl]oxy}methyl)-8-methyl-3-{1-[4-(5-methylpyrimidin-2-yl)phenyl]cyclopropyl}-5,6,8,9-tetrahydro[1,2,4]triazolo[4,3-d][1,4]thiazepine). The yield is 61.8%. Reaction SMILES: [Si:1]([O:8][CH2:9][C@:10]1([CH3:38])[S:16][CH2:15][CH2:14][N:13]2[C:17]([C:20]3([C:23]4[CH:28]=[CH:27][C:26](B5OC(C)(C)C(C)(C)O5)=[CH:25][CH:24]=4)[CH2:22][CH2:21]3)=[N:18][N:19]=[C:12]2[CH2:11]1)([C:4]([CH3:7])([CH3:6])[CH3:5])([CH3:3])[CH3:2].Cl[C:40]1[N:45]=[CH:44][C:43]([CH3:46])=[CH:42][N:41]=1.C1(P(C2CCCCC2)C2CCCCC2)CCCCC1.P([O-])([O-])([O-])=O.[K+].[K+].[K+]>O1CCOCC1.O.C(Cl)Cl.C1C=CC(/C=C/C(/C=C/C2C=CC=CC=2)=O)=CC=1.C1C=CC(/C=C/C(/C=C/C2C=CC=CC=2)=O)=CC=1.C1C=CC(/C=C/C(/C=C/C2C=CC=CC=2)=O)=CC=1.[Pd].[Pd]>[Si:1]([O:8][CH2:9][C@:10]1([CH3:38])[S:16][CH2:15][CH2:14][N:13]2[C:17]([C:20]3([C:23]4[CH:28]=[CH:27][C:26]([C:40]5[N:45]=[CH:44][C:43]([CH3:46])=[CH:42][N:41]=5)=[CH:25][CH:24]=4)[CH2:22][CH2:21]3)=[N:18][N:19]=[C:12]2[CH2:11]1)([C:4]([CH3:5])([CH3:7])[CH3:6])([CH3:2])[CH3:3] |f:3.4.5.6,10.11.12.13.14|. Reported procedure: The compound (600 mg, 1.08 mmol) obtained in Example 52-2), 2-chloro-5-methylpyrimidine (155 mg, 1.19 mmol), tris(dibenzylideneacetone)dipalladium (50 mg, 0.05 mmol), tricyclohexylphosphine (36 mg, 0.13 mmol), and tripotassium phosphate (400 mg, 1.84 mmol) were dissolved in a mixed solvent of 1,4-dioxane (3 mL) and water (1.5 mL), and the mixture was stirred at 140° C. for 2 h under microwave irradiation. The reaction mixture was cooled to room temperature, then diluted with methylene chloride (...